From a dataset of the Open Reaction Database (ORD), a public repository of structured organic reaction records. describe an organic reaction: reactants, conditions, products, and yield Starting materials: C=1C=2N(C(NN1)=S)C=NC2 (imidazo[1,5-d]-as-triazine-4(3H)-thione), C[O-].[Na+] (sodium methoxide), ICC (iodoethane). The solvent is CO (methanol), CO (methanol). The product is C(C)N1N=CC=2N(C1=S)C=NC2 (3-Ethylimidazo[1,5-d]-as-triazine-4(3H)-thione). Reaction SMILES: [CH:1]1[C:2]2[N:3]([CH:8]=[N:9][CH:10]=2)[C:4](=[S:7])[NH:5][N:6]=1.C[O-].[Na+].I[CH2:15][CH3:16]>CO>[CH2:15]([N:5]1[C:4](=[S:7])[N:3]2[CH:8]=[N:9][CH:10]=[C:2]2[CH:1]=[N:6]1)[CH3:16] |f:1.2|. Reported procedure: To a mixture of 3.04 g of imidazo[1,5-d]-as-triazine-4(3H)-thione and 30 ml of methanol is added a solution of 1.08 g of sodium methoxide in 10 ml of methanol. The resulting solution is treated with 1.70 ml (3.28 gm) of iodoethane. Upon evaporation, the residue is purified by preparative thin layer chromatography on silica gel. Recrystallization from acetone gives the desired product, m.p. 143°-144.5° C. Starting materials: C(N)([O-])=O.[NH4+] (ammonium carbamate), C(=O)=O (CO2), NC(=O)N (urea). Yields the product C([O-])([O-])=O.[NH4+].[NH4+] (ammonium carbonate), NC(=O)N (urea), N (ammonia). Reaction SMILES: [NH2:1][C:2]([NH2:4])=[O:3].[C:5](=[O:8])([O-:7])[NH2:6].[NH4+:9].C(=O)=O>>[C:5](=[O:8])([O-:3])[O-:7].[NH4+:1].[NH4+:6].[NH2:1][C:2]([NH2:4])=[O:3].[NH3:9] |f:1.2,4.5.6|. Procedure: In a method for the concurrent production of ammonia and urea comprising the steps of producing ammonia in an ammonia-synthesis apparatus, absorbing ammonia at the exit of the ammonia-synthesis reactor with water, thus obtaining a concentrated aqueous solution of ammonia, utilizing the concentrated solution of ammonia for the absorption of the CO2 contained in the raw gases for the synthesis of ammonia, obtaining ammonium carbamate, converting the ammonium carbamate partially into urea in a urea... Reactants: 26(e), Cl (hydrochloric acid), NN=CC1=CC=C(C(=O)NC2=CC3=C(CN(C(C(N3)CC(=O)O)=O)CCC3=CC=CC=C3)C=C2)C=C1 (8-[[4-(aminoiminomethyl)benzoyl]-amino]-2,3,4,5-tetrahydro-3-oxo-4-(2-phenylethyl)-1H-1,4-benzodiazepine-2-acetic acid). Yields the product NN=CC1=CC=C(C(=O)NC2=CC3=C(CN(C(C(=N3)C)=O)CCC3=CC=CC=C3)C=C2)C=C1 (8-[[4-(aminoiminomethyl)benzoyl]amino]-4,5-dihydro-2-methyl-3-oxo-4-(2-phenylethyl)-3H-1,4-benzodiazepine). Reaction SMILES: Cl.[NH2:2][N:3]=[CH:4][C:5]1[CH:37]=[CH:36][C:8]([C:9]([NH:11][C:12]2[CH:35]=[CH:34][C:15]3[CH2:16][N:17]([CH2:26][CH2:27][C:28]4[CH:33]=[CH:32][CH:31]=[CH:30][CH:29]=4)[C:18](=[O:25])[CH:19]([CH2:21]C(O)=O)[NH:20][C:14]=3[CH:13]=2)=[O:10])=[CH:7][CH:6]=1>>[NH2:2][N:3]=[CH:4][C:5]1[CH:37]=[CH:36][C:8]([C:9]([NH:11][C:12]2[CH:35]=[CH:34][C:15]3[CH2:16][N:17]([CH2:26][CH2:27][C:28]4[CH:29]=[CH:30][CH:31]=[CH:32][CH:33]=4)[C:18](=[O:25])[C:19]([CH3:21])=[N:20][C:14]=3[CH:13]=2)=[O:10])=[CH:7][CH:6]=1. Procedure details: Using the procedure of Preparation 26(e), except substituting TFA for hydrochloric acid, yielded a mixture of 8-[[4-(aminoiminomethyl)benzoyl]-amino]-2,3,4,5-tetrahydro-3-oxo-4-(2-phenylethyl)-1H-1,4-benzodiazepine-2-acetic acid and the title compound (80 mg) which were separated by HPLC RT 24.8 min (YMC ODS AQ, 50×250 mm, 85 mL/min, 30% AN/W-TFA, UV detection at 220 nm); 1H NMR (400 MHz, MeOD4) δ8.1(d, 2H), 7.9(d, 2H), 7.75(s, 1H),7.60(d, 1H), 7.35(d, 1H), 7.22-7.12(m, 5H), 4.20(m, 2H), 3.70(m,... Reactants: CCNN, CO, CC(=O)c1ccc2ncc(Cc3cc4cccnc4cc3F)n2n1. Yields the product CCNN=C(C)c1ccc2ncc(Cc3cc4cccnc4cc3F)n2n1. As a reaction SMILES: [CH2:1]([CH3:2])[NH:3][NH2:4].[CH3:29][OH:30].[F:5][c:6]1[c:7]([CH2:16][c:17]2[cH:18][n:19][c:20]3[n:21]2[n:22][c:23]([C:26]([CH3:27])=[O:28])[cH:24][cH:25]3)[cH:8][c:9]2[cH:10][cH:11][cH:12][n:13][c:14]2[cH:15]1>>[CH2:1]([CH3:2])[NH:3][N:4]=[C:26]([c:23]1[n:22][n:21]2[c:17]([CH2:16][c:7]3[c:6]([F:5])[cH:15][c:14]4[c:9]([cH:8]3)[cH:10][cH:11][cH:12][n:13]4)[cH:18][n:19][c:20]2[cH:25][cH:24]1)[CH3:27]. The reactants are C1CCOC1, Sc1cc(Cl)ccc1Cl, CC(C)(C)OC(=O)NCC(O)c1ccccc1, c1ccc(P(c2ccccc2)c2ccccc2)cc1. The product is CC(C)(C)OC(=O)NCC(Sc1cc(Cl)ccc1Cl)c1ccccc1. As a reaction SMILES: [CH2:46]1[O:47][CH2:48][CH2:49][CH2:50]1.[Cl:20][c:21]1[c:22]([SH:28])[cH:23][c:24]([Cl:27])[cH:25][cH:26]1.[OH:29][CH:30]([CH2:31][NH:32][C:33]([O:34][C:35]([CH3:36])([CH3:37])[CH3:38])=[O:39])[c:40]1[cH:41][cH:42][cH:43][cH:44][cH:45]1.[c:1]1([P:2]([c:3]2[cH:4][cH:5][cH:6][cH:7][cH:8]2)[c:9]2[cH:10][cH:11][cH:12][cH:13][cH:14]2)[cH:15][cH:16][cH:17][cH:18][cH:19]1>>[Cl:20][c:21]1[c:22]([S:28][CH:30]([CH2:31][NH:32][C:33]([O:34][C:35]([CH3:36])([CH3:37])[CH3:38])=[O:39])[c:40]2[cH:41][cH:42][cH:43][cH:44][cH:45]2)[cH:23][c:24]([Cl:27])[cH:25][cH:26]1. Starting materials: NCCCSC1=C(SC=2N(C(N(C(C21)=O)C)=O)CC(C)C)CC2=CC=CC1=CC=CC=C21 (5-[(3-aminopropyl)thio]-3-methyl-1-(2-methylpropyl)-6-(1-naphthalenylmethyl)thieno[2,3-d]pyrimidine-2,4(1H,3H)-dione), COCC(=O)Cl (methoxyacetyl chloride). Yields the product CN1C(N(C2=C(C1=O)C(=C(S2)CC2=CC=CC1=CC=CC=C21)SCCCNC(COC)=O)CC(C)C)=O (N-{3-[(1,2,3,4-Tetrahydro-3-methyl-1-(2-methylpropyl)-6-(1-naphthalenylmethyl)-2,4-dioxothieno[2,3-d]pyrimidin-5-yl)thio]propyl}-methoxyacetamide). Isolated yield 52.0%. Reaction SMILES: [NH2:1][CH2:2][CH2:3][CH2:4][S:5][C:6]1[C:14]2[C:13](=[O:15])[N:12]([CH3:16])[C:11](=[O:17])[N:10]([CH2:18][CH:19]([CH3:21])[CH3:20])[C:9]=2[S:8][C:7]=1[CH2:22][C:23]1[C:32]2[C:27](=[CH:28][CH:29]=[CH:30][CH:31]=2)[CH:26]=[CH:25][CH:24]=1.[CH3:33][O:34][CH2:35][C:36](Cl)=[O:37]>>[CH3:16][N:12]1[C:13](=[O:15])[C:14]2[C:6]([S:5][CH2:4][CH2:3][CH2:2][NH:1][C:36](=[O:37])[CH2:35][O:34][CH3:33])=[C:7]([CH2:22][C:23]3[C:32]4[C:27](=[CH:28][CH:29]=[CH:30][CH:31]=4)[CH:26]=[CH:25][CH:24]=3)[S:8][C:9]=2[N:10]([CH2:18][CH:19]([CH3:20])[CH3:21])[C:11]1=[O:17]. Reported procedure: Prepared from 5-[(3-aminopropyl)thio]-3-methyl-1-(2-methylpropyl)-6-(1-naphthalenylmethyl)thieno[2,3-d]pyrimidine-2,4(1H,3H)-dione (10 mg) and methoxyacetyl chloride (53 mg) following the method of Example 41 to give the title compound (6 mg). Starting materials: C1CCOC1, COC(=O)c1cccc(Sc2nc(Nc3cc(C4CC4)n[nH]3)c3ccccc3n2)c1, Cl, [Li+], [OH-], O. Yields the product O=C(O)c1cccc(Sc2nc(Nc3cc(C4CC4)n[nH]3)c3ccccc3n2)c1. RXN SMILES: [CH2:34]1[O:35][CH2:36][CH2:37][CH2:38]1.[CH:1]1([c:4]2[cH:5][c:6]([NH:9][c:10]3[n:11][c:12]([S:20][c:21]4[cH:22][c:23]([C:27](=[O:28])[O:29][CH3:30])[cH:24][cH:25][cH:26]4)[n:13][c:14]4[cH:15][cH:16][cH:17][cH:18][c:19]34)[nH:7][n:8]2)[CH2:2][CH2:3]1.[ClH:33].[Li+:32].[OH-:31].[OH2:39]>>[CH:1]1([c:4]2[cH:5][c:6]([NH:9][c:10]3[n:11][c:12]([S:20][c:21]4[cH:22][c:23]([C:27](=[O:28])[OH:29])[cH:24][cH:25][cH:26]4)[n:13][c:14]4[cH:15][cH:16][cH:17][cH:18][c:19]34)[nH:7][n:8]2)[CH2:2][CH2:3]1.